This data is from the Open Reaction Database (ORD), a public repository of structured organic reaction records. The task is: describe an organic reaction: reactants, conditions, products, and yield The reactants are C(C=C)(=O)OC (methyl acrylate), C(C=C)(=O)OC (methyl acrylate), CN1CCNCC1 (1-methyl piperazine), CN1CCNCC1 (1-methyl piperazine). Reaction conditions: temperature 0 celsius. Product: CN1CCN(CC1)CCC(=O)OC (methyl 3-(4-methylpiperazin-1-yl)propanoate). RXN SMILES: [C:1]([O:5][CH3:6])(=[O:4])[CH:2]=[CH2:3].[CH3:7][N:8]1[CH2:13][CH2:12][NH:11][CH2:10][CH2:9]1>>[CH3:7][N:8]1[CH2:13][CH2:12][N:11]([CH2:3][CH2:2][C:1]([O:5][CH3:6])=[O:4])[CH2:10][CH2:9]1. Procedure: In a 500-mL 3-neck round bottom flask, 150.0 g (1.7 moles) of methyl acrylate is charged. The reactor is cooled to 0° C. using an ice bath. Then, 77.0 g (0.77 moles) of 1-methyl piperazine are added slowly to prevent overheating of the reaction mass. The temperature should be maintained below 50° C. by controlling the addition rate of 1-methyl piperazine. Overheating may cause polymerization of the excess methyl acrylate present in the reactor. Once the addition is completed, the mixture is agit... Starting materials: ClC1=NC(=C2N=CN(C2=N1)C1CCCC1)NCCNS(=O)(=O)C1=CC=C(C=C1)C(F)(F)F (N-[2-[(2-chloro-9-cyclopentyl-9H-purin-6-yl)-amino]-ethyl]-4-(trifluoromethyl)-benzenesulphonamide), N[C@@H]1CC[C@H](CC1)N (trans-1,4-diaminocyclohexane), CCOC(=O)C (AcOEt). The solvent is O (water). Yields the product Cl.Cl.N[C@@H]1CC[C@H](CC1)NC1=NC(=C2N=CN(C2=N1)C1CCCC1)NCCNS(=O)(=O)C1=CC=C(C=C1)C(F)(F)F (trans-N-(2-[[2-[[4-aminocyclo-hexyl)-amino]-9-cyclopentyl-9H-purin-6-yl]-amino]-ethyl]-4-(trifluoromethyl)-benzenesulphonamide dihydrochloride). The yield is 120.4%. Reaction SMILES: [Cl:1][C:2]1[N:10]=[C:9]2[C:5]([N:6]=[CH:7][N:8]2[CH:11]2[CH2:15][CH2:14][CH2:13][CH2:12]2)=[C:4]([NH:16][CH2:17][CH2:18][NH:19][S:20]([C:23]2[CH:28]=[CH:27][C:26]([C:29]([F:32])([F:31])[F:30])=[CH:25][CH:24]=2)(=[O:22])=[O:21])[N:3]=1.[NH2:33][C@H:34]1[CH2:39][CH2:38][C@H:37]([NH2:40])[CH2:36][CH2:35]1.CCOC(C)=O>O>[ClH:1].[ClH:1].[NH2:33][C@H:34]1[CH2:39][CH2:38][C@H:37]([NH:40][C:2]2[N:10]=[C:9]3[C:5]([N:6]=[CH:7][N:8]3[CH:11]3[CH2:15][CH2:14][CH2:13][CH2:12]3)=[C:4]([NH:16][CH2:17][CH2:18][NH:19][S:20]([C:23]3[CH:28]=[CH:27][C:26]([C:29]([F:30])([F:32])[F:31])=[CH:25][CH:24]=3)(=[O:22])=[O:21])[N:3]=2)[CH2:36][CH2:35]1 |f:4.5.6|. Reported procedure: The operation is carried out as in Stage 2 of Example 10 starting from 188 mg of the product obtained in Stage 1 above and 440 mg of trans-1,4-diaminocyclohexane and the reaction medium is heated to approximately 140° C. for approximately 3 hours, left to return to 80° C., 5 ml of AcOEt then 5 ml of warm water are added, the reaction medium is left to return to ambient temperature, followed by extracting with 2×5 ml of ethyl acetate, washing with 5 ml of saturated sodium chloride, then drying. A... Starting materials: CC(C)(C)OC(=O)Nc1cc(Cl)c(C(F)(F)F)cc1N, CC(C)(C)OC(=O)CC(=O)c1cccc(-n2ccnc2)c1. Product: CC(C)(C)OC(=O)Nc1cc(Cl)c(C(F)(F)F)cc1NC(=O)CC(=O)c1cccc(-n2ccnc2)c1. Reaction SMILES: [C:1]([CH3:2])([CH3:3])([CH3:4])[O:5][C:6]([NH:7][c:8]1[c:9]([NH2:19])[cH:10][c:11]([C:15]([F:16])([F:17])[F:18])[c:12]([Cl:14])[cH:13]1)=[O:20].[C:21]([CH3:23])([CH3:24])([O:25][C:26](=[O:22])[CH2:27][C:28](=[O:29])[c:30]1[cH:31][c:32](-[n:36]2[cH:37][n:38][cH:39][cH:40]2)[cH:33][cH:34][cH:35]1)[CH3:41]>>[C:1]([CH3:2])([CH3:3])([CH3:4])[O:5][C:6]([NH:7][c:8]1[c:9]([NH:19][C:26](=[O:25])[CH2:27][C:28](=[O:29])[c:30]2[cH:31][c:32](-[n:36]3[cH:37][n:38][cH:39][cH:40]3)[cH:33][cH:34][cH:35]2)[cH:10][c:11]([C:15]([F:16])([F:17])[F:18])[c:12]([Cl:14])[cH:13]1)=[O:20]. Reactants: glass, [Mg] (magnesium), CN(C)CCN(C)C (TMEDA), [Mg] (magnesium), FeCl3, Cl (HCl), BrC1=C(C=CC=C1)C(F)(F)F (bromo-2-(trifluoromethyl)benzene), BrC1CCCC1 (bromocyclopentane). Reagents/catalysts: [Fe](Cl)(Cl)Cl (Iron (III) chloride). The solvent is heptanes, C1CCOC1 (THF), CC(C)(C)OC (MTBE), C1CCOC1 (THF), C1CCOC1 (THF), C1CCOC1 (THF). Reaction conditions: temperature 2.5 celsius, time 22.5 minute. The product is C1(CCCC1)C1=C(C=CC=C1)C(F)(F)F (1-Cyclopentyl-2-(trifluoromethyl)benzene). Reaction SMILES: [Mg].CN(CCN(C)C)C.Br[C:11]1[CH:16]=[CH:15][CH:14]=[CH:13][C:12]=1[C:17]([F:20])([F:19])[F:18].Br[CH:22]1[CH2:26][CH2:25][CH2:24][CH2:23]1.Cl>C1COCC1.[Fe](Cl)(Cl)Cl.CC(OC)(C)C>[CH:22]1([C:11]2[CH:16]=[CH:15][CH:14]=[CH:13][C:12]=2[C:17]([F:20])([F:19])[F:18])[CH2:26][CH2:25][CH2:24][CH2:23]1. Reported procedure: To a 50 L three-neck round-bottom flask equipped with a mechanical stirrer, thermocouple, and nitrogen inlet, was added dry THF (35 L) and cooled to 0-5° C. To the flask was added Iron (III) chloride (2.7 kg, 0.15 eq) portion wise over 30-60 min. and stirred for 15-30 min. resulting in a clear greenish solution. Under a nitrogen atmosphere in a dry 100 gallon glass lined reactor was added THF (87.5 L) and magnesium turnings (4.05 kg, 1.5 eq), and cooled to 0-5° C. To the THF and magnesium mixtur... The reactants are CCCCCC, CN(C)C=O, O=C(c1ccc(F)cc1Cl)N1Cc2cccn2Cc2ccccc21, [H-], [Na+], c1cc[nH]c1. Product: O=C(c1ccc(-n2cccc2)cc1Cl)N1Cc2cccn2Cc2ccccc21. RXN SMILES: [CH3:27][CH2:28][CH2:29][CH2:30][CH2:31][CH3:32].[CH3:38][N:39]([CH3:40])[CH:41]=[O:42].[Cl:1][c:2]1[c:3]([C:9](=[O:10])[N:11]2[CH2:12][c:13]3[n:14]([cH:22][cH:23][cH:24]3)[CH2:15][c:16]3[c:17]2[cH:18][cH:19][cH:20][cH:21]3)[cH:4][cH:5][c:6]([F:8])[cH:7]1.[H-:25].[Na+:26].[nH:33]1[cH:34][cH:35][cH:36][cH:37]1>>[Cl:1][c:2]1[c:3]([C:9](=[O:10])[N:11]2[CH2:12][c:13]3[n:14]([cH:22][cH:23][cH:24]3)[CH2:15][c:16]3[c:17]2[cH:18][cH:19][cH:20][cH:21]3)[cH:4][cH:5][c:6](-[n:33]2[cH:34][cH:35][cH:36][cH:37]2)[cH:7]1. Reactants: C(C)(C)(C)C1=NN(C(=C1)NC(=O)N[C@H]1CC[C@H](C2=CC=CC=C12)OC=1C=CC=2N(C1)C(=NN2)N2[C@H](CCCC2)C)C=2C=C(OCCOS(=O)(=O)C)C=CC2 (Methanesulfonic acid 2-{3-[3-tert-butyl-5-(3-{(1S,4R)-4-[3-((S)-2-methyl-piperidin-1-yl)-[1,2,4]triazolo[4,3-a]pyridin-6-yloxy]-1,2,3,4-tetrahydro-naphthalen-1-yl}-ureido)-pyrazol-1-yl]-phenoxy}-ethyl ester), CN1CCNCC1 (1-methylpiperazine), C1CCOC1 (THF). Product: C(=O)O.C(C)(C)(C)C=1C=C(N(N1)C1=CC(=CC=C1)OCCN1CCN(CC1)C)NC(=O)N[C@H]1CC[C@H](C2=CC=CC=C12)OC=1C=CC=2N(C1)C(=NN2)N2[C@H](CCCC2)C (1-(5-tert-Butyl-2-{3-[2-(4-methyl-piperazin-1-yl)-ethoxy]-phenyl}-2H-pyrazol-3-yl)-3-{(1S,4R)-4-[3-((S)-2-methyl-piperidin-1-yl)-[1,2,4]triazolo[4,3-a]pyridin-6-yloxy]-1,2,3,4-tetrahydro-naphthalen-1-yl}-urea formate salt), solid. Yield: 55.0%. RXN SMILES: [C:1]([C:5]1[CH:9]=[C:8]([NH:10][C:11]([NH:13][C@@H:14]2[C:23]3[C:18](=[CH:19][CH:20]=[CH:21][CH:22]=3)[C@H:17]([O:24][C:25]3[CH:26]=[CH:27][C:28]4[N:29]([C:31]([N:34]5[CH2:39][CH2:38][CH2:37][CH2:36][C@@H:35]5[CH3:40])=[N:32][N:33]=4)[CH:30]=3)[CH2:16][CH2:15]2)=[O:12])[N:7]([C:41]2[CH:42]=[C:43]([CH:52]=[CH:53][CH:54]=2)[O:44][CH2:45][CH2:46][O:47]S(C)(=O)=O)[N:6]=1)([CH3:4])([CH3:3])[CH3:2].[CH3:55][N:56]1[CH2:61][CH2:60][NH:59][CH2:58][CH2:57]1.C1C[O:65]CC1>>[CH:46]([OH:47])=[O:65].[C:1]([C:5]1[CH:9]=[C:8]([NH:10][C:11]([NH:13][C@@H:14]2[C:23]3[C:18](=[CH:19][CH:20]=[CH:21][CH:22]=3)[C@H:17]([O:24][C:25]3[CH:26]=[CH:27][C:28]4[N:29]([C:31]([N:34]5[CH2:39][CH2:38][CH2:37][CH2:36][C@@H:35]5[CH3:40])=[N:32][N:33]=4)[CH:30]=3)[CH2:16][CH2:15]2)=[O:12])[N:7]([C:41]2[CH:54]=[CH:53][CH:52]=[C:43]([O:44][CH2:45][CH2:46][N:59]3[CH2:60][CH2:61][N:56]([CH3:55])[CH2:57][CH2:58]3)[CH:42]=2)[N:6]=1)([CH3:2])([CH3:3])[CH3:4] |f:3.4|. Procedure details: A solution of Intermediate 154a (50.5 mg, 0.067 mmol) and 1-methylpiperazine (37 μL, 0.33 mmol) in THF (1 mL) was stirred at 60° C. for 20 h in a sealed tube. The mixture was concentrated in vacuo and the residue purified by MDAP (Method 7). The title product was isolated as an off-white solid (28 mg, 55%). LCMS (Method 5): Rt 3.62 min, m/z 761.6 [MH+]. 1H NMR (400 MHz, d6-DMSO): 0.91 (3H, d, J=8.0 Hz), 1.28 (9H, s), 1.47-1.56 (2H, m), 1.61-1.73 (2H, m), 1.74-1.97 (4H, m), 2.00-2.19 (5H, m), 2.2... Starting materials: C[C@H](C=1C=CC=C2C1C=CC=C2)NCCCC=3C=CC=C(C3)C(F)(F)F.Cl (Cinacalcet HCl). The solvent is ClCCl (dichloromethane). The product is C[C@H](C=1C=CC=C2C1C=CC=C2)NCCCC=3C=CC=C(C3)C(F)(F)F (cinacalcet). Isolated yield 95.9%. RXN SMILES: [CH3:1][C@@H:2]([NH:13][CH2:14][CH2:15][CH2:16][C:17]1[CH:18]=[CH:19][CH:20]=[C:21]([C:23]([F:26])([F:25])[F:24])[CH:22]=1)[C:3]1[CH:4]=[CH:5][CH:6]=[C:7]2[CH:12]=[CH:11][CH:10]=[CH:9][C:8]=12.Cl>ClCCl>[CH3:1][C@@H:2]([NH:13][CH2:14][CH2:15][CH2:16][C:17]1[CH:18]=[CH:19][CH:20]=[C:21]([C:23]([F:24])([F:25])[F:26])[CH:22]=1)[C:3]1[CH:4]=[CH:5][CH:6]=[C:7]2[CH:12]=[CH:11][CH:10]=[CH:9][C:8]=12 |f:0.1|. Procedure details: Cinacalcet HCl salt (˜3.16 g, ˜8.02 mmol, 11) was dissolved in dichloromethane (DCM) and the solution was washed with saturated aqueous Na2CO3 solution three times. The dichloromethane solution was dried over Na2SO4, filtered, and the solvent removed under reduced pressure to give cinacalcet free base (12) as a clear liquid (˜2.75 g, ˜96% yield).